Dataset: the Open Reaction Database (ORD), a public repository of structured organic reaction records. Task: describe an organic reaction: reactants, conditions, products, and yield The reactants are C(C1=CC=CC=C1)N1CC(C(C1)C1=CC(=C(C=C1)Cl)Cl)NC ([(3RS,4SR)-1-Benzyl-4-(3,4-dichloro-phenyl)-pyrrolidin-3-yl]-methyl-amine), FC=1C=C(C=O)C=CC1C(F)(F)F (3-fluoro-4-trifluoromethyl-benzaldehyde), [BH3-]C#N.[Na+] (NaBH3CN). Run in CO (MeOH), CO (MeOH), CC(=O)O (AcOH). Reaction conditions: time 8 hour. The product is 6, C(C1=CC=CC=C1)N1CC(C(C1)C1=CC(=C(C=C1)Cl)Cl)N(C)CC1=CC(=C(C=C1)C(F)(F)F)F ([(3RS,4SR)-1-Benzyl-4-(3,4-dichloro-phenyl)-pyrrolidin-3-yl]-(3-fluoro-4-trifluoromethyl-benzyl)-methyl-amine). Isolated yield 2.0%. Reaction SMILES: [CH2:1]([N:8]1[CH2:12][CH:11]([C:13]2[CH:18]=[CH:17][C:16]([Cl:19])=[C:15]([Cl:20])[CH:14]=2)[CH:10]([NH:21][CH3:22])[CH2:9]1)[C:2]1[CH:7]=[CH:6][CH:5]=[CH:4][CH:3]=1.[F:23][C:24]1[CH:25]=[C:26]([CH:29]=[CH:30][C:31]=1[C:32]([F:35])([F:34])[F:33])[CH:27]=O.[BH3-]C#N.[Na+]>CO.CC(O)=O>[CH2:1]([N:8]1[CH2:12][CH:11]([C:13]2[CH:18]=[CH:17][C:16]([Cl:19])=[C:15]([Cl:20])[CH:14]=2)[CH:10]([N:21]([CH2:27][C:26]2[CH:29]=[CH:30][C:31]([C:32]([F:33])([F:34])[F:35])=[C:24]([F:23])[CH:25]=2)[CH3:22])[CH2:9]1)[C:2]1[CH:3]=[CH:4][CH:5]=[CH:6][CH:7]=1 |f:2.3|. Procedure details: To a stirred solution of [(3RS,4SR)-1-Benzyl-4-(3,4-dichloro-phenyl)-pyrrolidin-3-yl]-methyl-amine (3.5 g, 0.010 mol) in MeOH (60 ml) was added 3-fluoro-4-trifluoromethyl-benzaldehyde (2.10 g, 0.0109 mol). Then a solution of NaBH3CN (0.79 g, 0.012 mol) in MeOH (15 ml) and AcOH (0.1 ml) were added. The reaction mixture was stirred overnight at RT, concentrated under vacuo, diluted with EtOAc, washed with H2O. The organic phases were dried over Na2SO4 and the product purified by flash chromatograp... Reactants: C1(=CC=CC=C1)[C@H](C(=O)OC(C)(C)C)N1CCCCC1 ((R)-tert-butyl 2-phenyl-2-(piperidin-1-yl)acetate), C(=O)(C(F)(F)F)O (TFA). The product is C1(=CC=CC=C1)[C@H](C(=O)O)N1CCCCC1 ((R)-2-phenyl-2-(piperidin-1-yl)acetic acid). As a reaction SMILES: [C:1]1([C@@H:7]([N:15]2[CH2:20][CH2:19][CH2:18][CH2:17][CH2:16]2)[C:8]([O:10]C(C)(C)C)=[O:9])[CH:6]=[CH:5][CH:4]=[CH:3][CH:2]=1.C(O)(C(F)(F)F)=O>>[C:1]1([C@@H:7]([N:15]2[CH2:20][CH2:19][CH2:18][CH2:17][CH2:16]2)[C:8]([OH:10])=[O:9])[CH:2]=[CH:3][CH:4]=[CH:5][CH:6]=1. Reported procedure: The product from Example 92A was treated with TFA (1.5 mL) at rt for 3 h. The volatiles were removed under vacuum, the residue concentrated from toluene (×2) and dried in a vacuum oven to give title compound which was used without further purification. MS (DCI; M+H) m/z=220. The reactants are NC=1C(=C(C=CC1)S(=O)(=O)N(C)C)O (3-amino-2-hydroxy-N,N-dimethylbenzenesulfonamide), C(C)OC=1C(C(C1OCC)=O)=O (3,4-diethoxycyclobut-3-ene-1,2-dione). The solvent is CO (methanol). Reaction conditions: time 4 day. The product is OC1=C(C=CC=C1NC1=C(C(C1=O)=O)OC)S(=O)(=O)N(C)C (2-Hydroxy-3-(2-methoxy-3,4-dioxocyclobut-1-enylamino)-N,N-dimethylbenzenesulfonamide). Isolated yield 64.3%. RXN SMILES: [NH2:1][C:2]1[C:3]([OH:14])=[C:4]([S:8]([N:11]([CH3:13])[CH3:12])(=[O:10])=[O:9])[CH:5]=[CH:6][CH:7]=1.[CH2:15]([O:17][C:18]1[C:19](=O)[C:20](=[O:25])[C:21]=1[O:22]CC)C>CO>[OH:14][C:3]1[C:2]([NH:1][C:19]2[C:20](=[O:25])[C:21](=[O:22])[C:18]=2[O:17][CH3:15])=[CH:7][CH:6]=[CH:5][C:4]=1[S:8]([N:11]([CH3:12])[CH3:13])(=[O:10])=[O:9]. Procedure details: A mixture of 0.94 g (4.10 mmol) of 3-amino-2-hydroxy-N,N-dimethylbenzenesulfonamide and 2.47 g (17.40 mmol) of 3,4-diethoxycyclobut-3-ene-1,2-dione in 20 ml of methanol was stirred at ambient temperature for 4 days. The reaction medium was concentrated. The residue (3.29 g) was chromatographed on silica gel (200 g prepacked column, 100 ml/min, eluent heptane/ethyl acetate, from 50% to 85% of ethyl acetate). 0.86 g of product was obtained in the form of a yellow solid. Yield=64%. Starting materials: [BH4-], CC(=O)[O-], CC(=O)O, CS(C)=O, C[N+](=O)[O-], [NH4+], [Na+], [Na+], O, O=C([O-])O, O=Cc1ccc(Sc2ccccc2)nc1. The product is O=[N+]([O-])CCc1ccc(Sc2ccccc2)nc1. Reaction SMILES: [BH4-:25].[CH3:21][C:22](=[O:23])[O-:24].[CH3:33][C:34](=[O:35])[OH:36].[CH3:37][S:38](=[O:39])[CH3:40].[N+:16](=[O:17])([O-:18])[CH3:19].[NH4+:20].[Na+:26].[Na+:27].[OH2:32].[OH:28][C:29](=[O:30])[O-:31].[c:1]1([S:7][c:8]2[cH:9][cH:10][c:11]([CH:14]=[O:15])[cH:12][n:13]2)[cH:2][cH:3][cH:4][cH:5][cH:6]1>>[c:1]1([S:7][c:8]2[cH:9][cH:10][c:11]([CH2:14][CH2:19][N+:16](=[O:17])[O-:18])[cH:12][n:13]2)[cH:2][cH:3][cH:4][cH:5][cH:6]1. Starting materials: FC(C(=O)O)(F)F (Trifluoroacetic acid), ClC=1C2=C(N=CN1)N(C=C2C2=CC(=C(C=C2)NC(OC(C)(C)C)=O)OC)C2CCCC2 (tert-butyl N-[4-(4-chloro-7-cyclopentyl-7H-pyrrolo[2,3-d]pyrimidin-5-yl)-2-methoxyphenyl]carbamate). The solvent is ClCCl (dichloromethane). Reaction conditions: time 3 hour. The product is ClC=1C2=C(N=CN1)N(C=C2C2=CC(=C(N)C=C2)OC)C2CCCC2 (4-(4-chloro-7-cyclopentyl-7H-pyrrolo[2,3-d]pyrimidin-5-yl)-2-methoxyaniline). Isolated yield 100.0%. RXN SMILES: FC(F)(F)C(O)=O.[Cl:8][C:9]1[C:10]2[C:17]([C:18]3[CH:23]=[CH:22][C:21]([NH:24]C(=O)OC(C)(C)C)=[C:20]([O:32][CH3:33])[CH:19]=3)=[CH:16][N:15]([CH:34]3[CH2:38][CH2:37][CH2:36][CH2:35]3)[C:11]=2[N:12]=[CH:13][N:14]=1>ClCCl>[Cl:8][C:9]1[C:10]2[C:17]([C:18]3[CH:23]=[CH:22][C:21]([NH2:24])=[C:20]([O:32][CH3:33])[CH:19]=3)=[CH:16][N:15]([CH:34]3[CH2:35][CH2:36][CH2:37][CH2:38]3)[C:11]=2[N:12]=[CH:13][N:14]=1. Procedure: Trifluoroacetic acid (2 ml) was added dropwise to a solution of tert-butyl N-[4-(4-chloro-7-cyclopentyl-7H-pyrrolo[2,3-d]pyrimidin-5-yl)-2-methoxyphenyl]carbamate (0.58 g, 1.31 mmol) in dichloromethane (20 ml) at 0° C. The ice bath was removed and the reaction mixture was stirred at room temperature for 3 h. Most of trifluoroacetic acid and dichloromethane were removed under reduced pressure. The residue was redissolved in dichloromethane and washed with saturated aqueous sodium bicarbonate solu... Starting materials: CCCOc1ccccc1OB([O-])[O-], CN(Cc1ccc(NC(=O)C2=Cc3cc(Br)ccc3S(=O)(=O)CC2)cc1)C1CCOCC1, O=C([O-])[O-], CCO, [K+], [K+], O, O, Cc1ccccc1. Product: CCCOc1ccccc1-c1ccc2c(c1)C=C(C(=O)Nc1ccc(CN(C)C3CCOCC3)cc1)CCS2(=O)=O. As a reaction SMILES: [B:44]([O-:45])([O-:56])[O:57][c:46]1[c:47]([O:52][CH2:53][CH2:54][CH3:55])[cH:48][cH:49][cH:50][cH:51]1.[Br:1][c:2]1[cH:3][cH:4][c:5]2[c:6]([cH:32]1)[CH:7]=[C:8]([C:14](=[O:15])[NH:16][c:17]1[cH:18][cH:19][c:20]([CH2:23][N:24]([CH:25]3[CH2:26][CH2:27][O:28][CH2:29][CH2:30]3)[CH3:31])[cH:21][cH:22]1)[CH2:9][CH2:10][S:11]2(=[O:12])=[O:13].[C:58](=[O:59])([O-:60])[O-:61].[CH2:34]([OH:35])[CH3:36].[K+:62].[K+:63].[OH2:33].[OH2:64].[c:37]1([CH3:38])[cH:39][cH:40][cH:41][cH:42][cH:43]1>>[c:2]1(-[c:46]2[c:47]([O:52][CH2:53][CH2:54][CH3:55])[cH:48][cH:49][cH:50][cH:51]2)[cH:3][cH:4][c:5]2[c:6]([cH:32]1)[CH:7]=[C:8]([C:14](=[O:15])[NH:16][c:17]1[cH:18][cH:19][c:20]([CH2:23][N:24]([CH:25]3[CH2:26][CH2:27][O:28][CH2:29][CH2:30]3)[CH3:31])[cH:21][cH:22]1)[CH2:9][CH2:10][S:11]2(=[O:12])=[O:13]. Starting materials: CN1C(=CC2=CC=CC=C12)C=1C=C(C=NC1)CN (C-[5-(1-Methyl-1H-indol-2-yl)-pyridin-3-yl]-methylamine), FC(CS(=O)(=O)Cl)(F)F (2,2,2-trifluoro-ethanesulfonyl chloride). Yields the product CN1C(=CC2=CC=CC=C12)C=1C=C(C=NC1)CNS(=O)(=O)CC(F)(F)F (2,2,2-trifluoro-ethanesulfonic acid [5-(1-methyl-1H-indol-2-yl)-pyridin-3-ylmethyl]-amide). RXN SMILES: [CH3:1][N:2]1[C:10]2[C:5](=[CH:6][CH:7]=[CH:8][CH:9]=2)[CH:4]=[C:3]1[C:11]1[CH:12]=[C:13]([CH2:17][NH2:18])[CH:14]=[N:15][CH:16]=1.[F:19][C:20]([F:27])([F:26])[CH2:21][S:22](Cl)(=[O:24])=[O:23]>>[CH3:1][N:2]1[C:10]2[C:5](=[CH:6][CH:7]=[CH:8][CH:9]=2)[CH:4]=[C:3]1[C:11]1[CH:12]=[C:13]([CH2:17][NH:18][S:22]([CH2:21][C:20]([F:27])([F:26])[F:19])(=[O:24])=[O:23])[CH:14]=[N:15][CH:16]=1. Reported procedure: C-[5-(1-Methyl-1H-indol-2-yl)-pyridin-3-yl]-methylamine (Example 200b) and 2,2,2-trifluoro-ethanesulfonyl chloride are processed according to the method described in Example 186f to give 2,2,2-trifluoro-ethanesulfonic acid [5-(1-methyl-1H-indol-2-yl)-pyridin-3-ylmethyl]-amide. 1H NMR (400 MHz, MeOD) δ ppm 3.78 (s, 3H), 4.23 (q, J=9.6 Hz, 2H), 4.44 (s, 2H), 6.66 (d, J=0.5 Hz, 1H), 7.06-7.12 (m, 1H), 7.23 (ddd, J=7.7, 1.1 Hz, 1H), 7.44 (d, J=8.2 Hz, 1H), 7.58 (d, J=7.8 Hz, 1H), 8.04 (t, J=2.0 Hz, ...